From a dataset of the Open Reaction Database (ORD), a public repository of structured organic reaction records. describe an organic reaction: reactants, conditions, products, and yield The reactants are CCOC(C)=O, N#CC1=C(C#N)C(=O)C(Cl)=C(Cl)C1=O, COC(c1ccc(N(C)C)cc1)C(C)C=C(C)C=CC(=O)Nc1ccccc1N, c1ccccc1. Yields the product CC(C=CC(=O)Nc1ccccc1N)=CC(C)C(=O)c1ccc(N(C)C)cc1. Reaction SMILES: [CH3:50][CH2:51][O:52][C:53](=[O:54])[CH3:55].[Cl:30][C:31]1=[C:42]([Cl:43])[C:40](=[O:41])[C:37]([C:38]#[N:39])=[C:34]([C:35]#[N:36])[C:32]1=[O:33].[NH2:1][c:2]1[c:3]([NH:8][C:9]([CH:10]=[CH:11][C:12](=[CH:13][CH:14]([CH:15]([c:16]2[cH:17][cH:18][c:19]([N:22]([CH3:23])[CH3:24])[cH:20][cH:21]2)[O:25][CH3:26])[CH3:27])[CH3:28])=[O:29])[cH:4][cH:5][cH:6][cH:7]1.[cH:44]1[cH:45][cH:46][cH:47][cH:48][cH:49]1>>[NH2:1][c:2]1[c:3]([NH:8][C:9]([CH:10]=[CH:11][C:12](=[CH:13][CH:14]([C:15]([c:16]2[cH:17][cH:18][c:19]([N:22]([CH3:23])[CH3:24])[cH:20][cH:21]2)=[O:25])[CH3:27])[CH3:28])=[O:29])[cH:4][cH:5][cH:6][cH:7]1. Reactants: CC(=O)O, COc1cc(Cl)c(C(F)(F)F)cc1[N+](=O)[O-], [Fe]. Yields the product COc1cc(Cl)c(C(F)(F)F)cc1N. As a reaction SMILES: [CH3:17][C:18](=[O:19])[OH:20].[Cl:1][c:2]1[c:3]([C:13]([F:14])([F:15])[F:16])[cH:4][c:5]([N+:10]([O-:11])=[O:12])[c:6]([O:8][CH3:9])[cH:7]1.[Fe:21]>>[Cl:1][c:2]1[c:3]([C:13]([F:14])([F:15])[F:16])[cH:4][c:5]([NH2:10])[c:6]([O:8][CH3:9])[cH:7]1.